From a dataset of the Open Reaction Database (ORD), a public repository of structured organic reaction records. describe an organic reaction: reactants, conditions, products, and yield The reactants are ClCC1=NN=C(O1)C=1N=CN2C1CN(C(C1=C2C=CC=C1)=O)C (3-(5-chloromethyl-1,3,4-oxadiazol-2-yl)-5-methyl-5,6-dihydro-4H-imidazo[1,5-a][1,4]benzodiazepin-6-one), C(CCC)NCCCC (dibutylamine). Run in CN(C=O)C (N,N-dimethylformamide). Product: C(CCC)N(CCCC)CC1=NN=C(O1)C=1N=CN2C1CN(C(C1=C2C=CC=C1)=O)C (3-(5-dibutylaminomethyl-1,3,4-oxadiazol-2-yl)-5-methyl-5,6-dihydro-4H-imidazo[1,5-a][1,4]benzodiazepin-6-one). Isolated yield 85.2%. RXN SMILES: Cl[CH2:2][C:3]1[O:7][C:6]([C:8]2[N:9]=[CH:10][N:11]3[C:17]4[CH:18]=[CH:19][CH:20]=[CH:21][C:16]=4[C:15](=[O:22])[N:14]([CH3:23])[CH2:13][C:12]=23)=[N:5][N:4]=1.[CH2:24]([NH:28][CH2:29][CH2:30][CH2:31][CH3:32])[CH2:25][CH2:26][CH3:27]>CN(C)C=O>[CH2:24]([N:28]([CH2:2][C:3]1[O:7][C:6]([C:8]2[N:9]=[CH:10][N:11]3[C:17]4[CH:18]=[CH:19][CH:20]=[CH:21][C:16]=4[C:15](=[O:22])[N:14]([CH3:23])[CH2:13][C:12]=23)=[N:5][N:4]=1)[CH2:29][CH2:30][CH2:31][CH3:32])[CH2:25][CH2:26][CH3:27]. Procedure details: 0.66 g (2 mmol) of 3-(5-chloromethyl-1,3,4-oxadiazol-2-yl)-5-methyl-5,6-dihydro-4H-imidazo[1,5-a][1,4]benzodiazepin-6-one were stirred at 75° overnight with 1.2 g (9.3 mmol) of dibutylamine and 10 ml of N,N-dimethylformamide. After evaporation of the reaction mixture and chromatography of the residue on silica gel while eluting with ethyl acetate there was obtained 0.72 g (85%) of 3-(5-dibutylaminomethyl-1,3,4-oxadiazol-2-yl)-5-methyl-5,6-dihydro-4H-imidazo[1,5-a][1,4]benzodiazepin-6-one, which ... Starting materials: Brc1ccc2ccncc2c1, O=C([O-])[O-], O=S(=O)(O)Cl, [Na+], [Na+], [Na+], [OH-]. Product: O=S(=O)(Cl)c1cc(Br)cc2cnccc12. As a reaction SMILES: [Br:1][c:2]1[cH:3][cH:4][c:5]2[cH:6][cH:7][n:8][cH:9][c:10]2[cH:11]1.[C:12](=[O:13])([O-:14])[O-:15].[Cl:20][S:21](=[O:22])(=[O:23])[OH:24].[Na+:16].[Na+:17].[Na+:19].[OH-:18]>>[Br:1][c:2]1[cH:3][c:4]([S:21]([Cl:20])(=[O:22])=[O:23])[c:5]2[cH:6][cH:7][n:8][cH:9][c:10]2[cH:11]1. Reactants: CC(=O)SCC1CCCCCCC(C(=O)O)NC1=O, NC(CO)C(=O)OCc1ccccc1, ClCCl, CN1CCOCC1, CCN=C=NCCCN(C)C, Cl, Cl, On1nnc2ccccc21. Yields the product CC(=O)SCC1CCCCCCC(C(=O)NC(CO)C(=O)OCc2ccccc2)NC1=O. As a reaction SMILES: [C:1]([CH3:2])(=[O:3])[S:4][CH2:5][CH:6]1[C:7](=[O:19])[NH:8][CH:9]([C:16](=[O:17])[OH:18])[CH2:10][CH2:11][CH2:12][CH2:13][CH2:14][CH2:15]1.[CH2:38]([c:39]1[cH:40][cH:41][cH:42][cH:43][cH:44]1)[O:45][C:46]([CH:47]([NH2:48])[CH2:49][OH:50])=[O:51].[CH2:64]([Cl:65])[Cl:66].[CH3:30][N:31]1[CH2:32][CH2:33][O:34][CH2:35][CH2:36]1.[CH3:53][N:54]([CH2:55][CH2:56][CH2:57][N:58]=[C:59]=[N:60][CH2:61][CH3:62])[CH3:63].[ClH:37].[ClH:52].[OH:20][n:21]1[c:22]2[cH:23][cH:24][cH:25][cH:26][c:27]2[n:28][n:29]1>>[C:1]([CH3:2])(=[O:3])[S:4][CH2:5][CH:6]1[C:7](=[O:19])[NH:8][CH:9]([C:16](=[O:18])[NH:48][CH:47]([C:46]([O:45][CH2:38][c:39]2[cH:40][cH:41][cH:42][cH:43][cH:44]2)=[O:51])[CH2:49][OH:50])[CH2:10][CH2:11][CH2:12][CH2:13][CH2:14][CH2:15]1.